Dataset: the Open Reaction Database (ORD), a public repository of structured organic reaction records. Task: describe an organic reaction: reactants, conditions, products, and yield Reactants: F[B-](F)(F)F, C1CCNCC1, CN(C)c1ccc(C=O)cc1, Cc1ccccc1, Cc1n(C)cc[n+]1N=Cc1ccc(N(C)C)cc1, O. The product is F[B-](F)(F)F, CN(C)c1ccc(C=Cc2n(C)cc[n+]2N=Cc2ccc(N(C)C)cc2)cc1. RXN SMILES: [B-:1]([F:2])([F:3])([F:4])[F:5].[CH2:35]1[CH2:36][CH2:37][NH:38][CH2:39][CH2:40]1.[CH3:24][N:25]([c:26]1[cH:27][cH:28][c:29]([CH:30]=[O:31])[cH:32][cH:33]1)[CH3:34].[CH3:42][c:43]1[cH:44][cH:45][cH:46][cH:47][cH:48]1.[CH3:6][N:7]([c:8]1[cH:9][cH:10][c:11]([CH:12]=[N:13][n+:14]2[c:15]([CH3:20])[n:16]([CH3:19])[cH:17][cH:18]2)[cH:21][cH:22]1)[CH3:23].[OH2:41]>>[B-:1]([F:2])([F:3])([F:4])[F:5].[CH3:6][N:7]([c:8]1[cH:9][cH:10][c:11]([CH:12]=[N:13][n+:14]2[c:15]([CH:20]=[CH:30][c:29]3[cH:28][cH:27][c:26]([N:25]([CH3:24])[CH3:34])[cH:33][cH:32]3)[n:16]([CH3:19])[cH:17][cH:18]2)[cH:21][cH:22]1)[CH3:23]. Reactants: O=N[O-], Nc1cnc(C(F)(F)F)cn1, [Na+], O=S(=O)(O)O. Yields the product O=c1cnc(C(F)(F)F)c[nH]1. Reaction SMILES: [N:1](=[O:2])[O-:3].[NH2:5][c:6]1[n:7][cH:8][c:9]([C:12]([F:13])([F:14])[F:15])[n:10][cH:11]1.[Na+:4].[S:16](=[O:17])(=[O:18])([OH:19])[OH:20]>>[O:2]=[c:6]1[nH:7][cH:8][c:9]([C:12]([F:13])([F:14])[F:15])[n:10][cH:11]1. Yields the product C(C=C)N1C(=NC(=C(C1=O)C1=CN(C(C=C1)=O)C1=CC=CC=C1)C1=CC(=CC=C1)F)N (3-allyl-2-amino-6-(3-fluorophenyl)-5-(6-oxo-1-phenyl-1,6-dihydro-3-pyridinyl)-3,4-dihydro-4-pyrimidinone). The reagents and catalysts are C(C)(=O)[O-].[Cu+2].C(C)(=O)[O-] (copper acetate). The yield is 32.2%. The solvent is CN(C=O)C (N,N-dimethylformamide). Run at time 24 hour. Starting materials: C(C=C)N1C(=NC(=C(C1=O)C1=CNC(C=C1)=O)C1=CC(=CC=C1)F)N (3-allyl-2-amino-6-(3-fluorophenyl)-5-(6-oxo-1,6-dihydro-3-pyridinyl)-3,4-dihydro-4-pyrimidinone), C1(=CC=CC=C1)B(O)O (phenylboronic acid), N1=CC=CC=C1 (pyridine). Procedure: In a flask were placed 3-allyl-2-amino-6-(3-fluorophenyl)-5-(6-oxo-1,6-dihydro-3-pyridinyl)-3,4-dihydro-4-pyrimidinone (20 mg, 0.06 mmol), copper acetate (3 mg, 0.01 mmol), phenylboronic acid (15 mg, 0.12 mmol), pyridine (11 μL, 0.12 mmol) and N,N-dimethylformamide (1 mL), followed by stirring at room temperature for 24 hours. After filtering off the insoluble matters by filtration, the filtrate was purified by HPLC, to give the title compound (8 mg). As a reaction SMILES: [CH2:1]([N:4]1[C:9](=[O:10])[C:8]([C:11]2[CH:16]=[CH:15][C:14](=[O:17])[NH:13][CH:12]=2)=[C:7]([C:18]2[CH:23]=[CH:22][CH:21]=[C:20]([F:24])[CH:19]=2)[N:6]=[C:5]1[NH2:25])[CH:2]=[CH2:3].[C:26]1(B(O)O)[CH:31]=[CH:30][CH:29]=[CH:28][CH:27]=1.N1C=CC=CC=1>C([O-])(=O)C.[Cu+2].C([O-])(=O)C.CN(C)C=O>[CH2:1]([N:4]1[C:9](=[O:10])[C:8]([C:11]2[CH:16]=[CH:15][C:14](=[O:17])[N:13]([C:26]3[CH:31]=[CH:30][CH:29]=[CH:28][CH:27]=3)[CH:12]=2)=[C:7]([C:18]2[CH:23]=[CH:22][CH:21]=[C:20]([F:24])[CH:19]=2)[N:6]=[C:5]1[NH2:25])[CH:2]=[CH2:3] |f:3.4.5|. Reactants: C(C)(C)(C)OC(C[C@@H](C(=O)N(C)OC)NS(=O)(=O)C1=C(C=CC=C1)O)=O ((S)-3-(2-hydroxy-benzenesulfonylamino)-N-methoxy-N-methyl-succinamic acid tert-butyl ester), C1=NC=C(C2=CC=CC=C12)CCO (2-isoquinolin-4-yl-ethanol), C1(=CC=CC=C1)P(C1=CC=CC=C1)C1=CC=CC=C1 (triphenyl phosphine), N(=NC(=O)OCC)C(=O)OCC (diethyl azodicarboxylate). Solvent: C1CCOC1 (THF). Yields the product C(C)(C)(C)OC(C[C@@H](C(=O)N(C)OC)NS(=O)(=O)C1=C(C=CC=C1)OCCC1=CN=CC2=CC=CC=C12)=O ((S)-3-[2-(2-isoquinolin-4-yl-ethoxy)-benzenesulfonylamino]-N-methoxy-N-methyl-succinamic acid tert-butyl ester), C1(=CC=CC=C1)P(C1=CC=CC=C1)(C1=CC=CC=C1)=O (triphenyl phosphine oxide). As a reaction SMILES: [C:1]([O:5][C:6](=[O:26])[CH2:7][C@H:8]([NH:15][S:16]([C:19]1[CH:24]=[CH:23][CH:22]=[CH:21][C:20]=1[OH:25])(=[O:18])=[O:17])[C:9]([N:11]([O:13][CH3:14])[CH3:12])=[O:10])([CH3:4])([CH3:3])[CH3:2].[CH:27]1[C:36]2[C:31](=[CH:32][CH:33]=[CH:34][CH:35]=2)[C:30]([CH2:37][CH2:38][OH:39])=[CH:29][N:28]=1.[C:40]1([P:46]([C:53]2[CH:58]=[CH:57][CH:56]=[CH:55][CH:54]=2)[C:47]2[CH:52]=[CH:51][CH:50]=[CH:49][CH:48]=2)[CH:45]=[CH:44][CH:43]=[CH:42][CH:41]=1.N(C(OCC)=O)=NC(OCC)=O>C1COCC1>[C:1]([O:5][C:6](=[O:26])[CH2:7][C@H:8]([NH:15][S:16]([C:19]1[CH:24]=[CH:23][CH:22]=[CH:21][C:20]=1[O:25][CH2:38][CH2:37][C:30]1[C:31]2[C:36](=[CH:35][CH:34]=[CH:33][CH:32]=2)[CH:27]=[N:28][CH:29]=1)(=[O:18])=[O:17])[C:9]([N:11]([O:13][CH3:14])[CH3:12])=[O:10])([CH3:4])([CH3:2])[CH3:3].[C:53]1([P:46](=[O:39])([C:40]2[CH:41]=[CH:42][CH:43]=[CH:44][CH:45]=2)[C:47]2[CH:52]=[CH:51][CH:50]=[CH:49][CH:48]=2)[CH:54]=[CH:55][CH:56]=[CH:57][CH:58]=1. Procedure: To (S)-3-(2-hydroxy-benzenesulfonylamino)-N-methoxy-N-methyl-succinamic acid tert-butyl ester (194 mg, 0.50 mmol), 2-isoquinolin-4-yl-ethanol (108 mg, 0.625 mmol), triphenyl phosphine (197 mg, 0.75 mmol) in THF(5 mL) was added diethyl azodicarboxylate (133 μL, 0.85 mmol). After 16 h the solvent was removed under reduced pressure, the residue was chromatographed on silica gel 20% THF in dichloromethane to give (S)-3-[2-(2-isoquinolin-4-yl-ethoxy)-benzenesulfonylamino]-N-methoxy-N-methyl-succinami... Reactants: BrB(Br)Br, Cc1c(F)cc(C(=O)NC2CC2)cc1-n1ccnc(NC(C)(C)c2ccccc2SCCOCc2ccccc2)c1=O, ClCCl, O. The product is Cc1c(F)cc(C(=O)NC2CC2)cc1-n1ccnc(NC(C)(C)c2ccccc2SCCO)c1=O. RXN SMILES: [B:43]([Br:44])([Br:45])[Br:46].[CH2:1]([c:2]1[cH:3][cH:4][cH:5][cH:6][cH:7]1)[O:8][CH2:9][CH2:10][S:11][c:12]1[c:13]([C:18]([CH3:19])([CH3:20])[NH:21][c:22]2[c:23](=[O:42])[n:24](-[c:28]3[cH:29][c:30]([C:31](=[O:32])[NH:33][CH:34]4[CH2:35][CH2:36]4)[cH:37][c:38]([F:41])[c:39]3[CH3:40])[cH:25][cH:26][n:27]2)[cH:14][cH:15][cH:16][cH:17]1.[Cl:47][CH2:48][Cl:49].[OH2:50]>>[OH:8][CH2:9][CH2:10][S:11][c:12]1[c:13]([C:18]([CH3:19])([CH3:20])[NH:21][c:22]2[c:23](=[O:42])[n:24](-[c:28]3[cH:29][c:30]([C:31](=[O:32])[NH:33][CH:34]4[CH2:35][CH2:36]4)[cH:37][c:38]([F:41])[c:39]3[CH3:40])[cH:25][cH:26][n:27]2)[cH:14][cH:15][cH:16][cH:17]1.